This data is from the Open Reaction Database (ORD), a public repository of structured organic reaction records. The task is: describe an organic reaction: reactants, conditions, products, and yield Starting materials: Cl.Cl.C(CCC)N(CCCOC(=O)C1=CC=2C(C3=CC(=CC=C3C2C=C1)C(=O)OCCCN(CCCC)CCCC)=O)CCCC (bis[3-(dibutylamino)propyl]9-oxo-fluorene-2,7-dicarboxylate dihydrochloride), S(O)(O)(=O)=O (sulfuric acid), [N-]=[N+]=[N-].[Na+] (sodium azide). Run in FC(C(=O)O)(F)F (trifluoroacetic acid). Conditions: temperature 0 celsius, time 30 minute. Product: Cl.Cl.C(CCC)N(CCCOC(=O)C=1C=CC=2C3=CC=C(C=C3C(NC2C1)=O)C(=O)OCCCN(CCCC)CCCC)CCCC (Bis[3-(dibutylamino)propyl]5,6-dihydro-6-oxophenanthridine-3,8-dicarboxylate dihydrochloride). As a reaction SMILES: [ClH:1].Cl.[CH2:3]([N:7]([CH2:43][CH2:44][CH2:45][CH3:46])[CH2:8][CH2:9][CH2:10][O:11][C:12]([C:14]1[CH:26]=[CH:25][C:24]2[C:23]3[C:18](=[CH:19][C:20]([C:27]([O:29][CH2:30][CH2:31][CH2:32][N:33]([CH2:38][CH2:39][CH2:40][CH3:41])[CH2:34][CH2:35][CH2:36][CH3:37])=[O:28])=[CH:21][CH:22]=3)[C:17](=[O:42])[C:16]=2[CH:15]=1)=[O:13])[CH2:4][CH2:5][CH3:6].S(=O)(=O)(O)O.[N-:52]=[N+]=[N-].[Na+]>FC(F)(F)C(O)=O>[ClH:1].[ClH:1].[CH2:38]([N:33]([CH2:34][CH2:35][CH2:36][CH3:37])[CH2:32][CH2:31][CH2:30][O:29][C:27]([C:20]1[CH:21]=[CH:22][C:23]2[C:24]3[C:16]([C:17](=[O:42])[NH:52][C:18]=2[CH:19]=1)=[CH:15][C:14]([C:12]([O:11][CH2:10][CH2:9][CH2:8][N:7]([CH2:3][CH2:4][CH2:5][CH3:6])[CH2:43][CH2:44][CH2:45][CH3:46])=[O:13])=[CH:26][CH:25]=3)=[O:28])[CH2:39][CH2:40][CH3:41] |f:0.1.2,4.5,7.8.9|. Reported procedure: To a solution of 20.4 g (0.03 mole) of bis[3-(dibutylamino)propyl]9-oxo-fluorene-2,7-dicarboxylate dihydrochloride and 13 ml of concentrated sulfuric acid contained in 150 ml of trifluoroacetic acid, which has been cooled to 0°C., is slowly added 2.6 g (0.04 mole) of sodium azide with stirring. Stirring is continued for 30 minutes whereupon most of the trifluoroacetic acid is removed in vacuo. Cracked ice is added and the residue is made alkaline with a 50% sodium hydroxide solution. The reactio...